This data is from the Open Reaction Database (ORD), a public repository of structured organic reaction records. The task is: describe an organic reaction: reactants, conditions, products, and yield Reactants: CC(C)(COCC(=O)O)NC(=O)OC(C)(C)C, ClCCl, CCN=C=NCCCN(C)C, CNC(Cc1ccc2ccccc2c1)C(=O)N(C)C(Cc1ccccc1)C(=O)NCC1CCCO1, CCN(C(C)C)C(C)C, Cl, On1nnc2cccnc21. Product: CN(C(=O)COCC(C)(C)NC(=O)OC(C)(C)C)C(Cc1ccc2ccccc2c1)C(=O)N(C)C(Cc1ccccc1)C(=O)NCC1CCCO1. RXN SMILES: [C:1]([CH3:2])([CH3:3])([CH3:4])[O:5][C:6](=[O:7])[NH:8][C:9]([CH2:10][O:11][CH2:12][C:13](=[O:14])[OH:15])([CH3:16])[CH3:17].[CH2:84]([Cl:85])[Cl:86].[CH3:29][N:30]([CH3:31])[CH2:32][CH2:33][CH2:34][N:35]=[C:36]=[N:37][CH2:38][CH3:39].[CH3:40][N:41]([C:42]([CH:43]([CH2:44][c:45]1[cH:46][c:47]2[cH:48][cH:49][cH:50][cH:51][c:52]2[cH:53][cH:54]1)[NH:55][CH3:56])=[O:57])[CH:58]([CH2:59][c:60]1[cH:61][cH:62][cH:63][cH:64][cH:65]1)[C:66]([NH:67][CH2:68][CH:69]1[O:70][CH2:71][CH2:72][CH2:73]1)=[O:74].[CH:75]([N:76]([CH:77]([CH3:78])[CH3:79])[CH2:80][CH3:81])([CH3:82])[CH3:83].[ClH:28].[OH:18][n:19]1[c:20]2[n:21][cH:22][cH:23][cH:24][c:25]2[n:26][n:27]1>>[C:1]([CH3:2])([CH3:3])([CH3:4])[O:5][C:6](=[O:7])[NH:8][C:9]([CH2:10][O:11][CH2:12][C:13](=[O:15])[N:55]([CH:43]([C:42]([N:41]([CH3:40])[CH:58]([CH2:59][c:60]1[cH:61][cH:62][cH:63][cH:64][cH:65]1)[C:66]([NH:67][CH2:68][CH:69]1[O:70][CH2:71][CH2:72][CH2:73]1)=[O:74])=[O:57])[CH2:44][c:45]1[cH:46][c:47]2[cH:48][cH:49][cH:50][cH:51][c:52]2[cH:53][cH:54]1)[CH3:56])([CH3:16])[CH3:17]. The reactants are C#CCN1CCN(CCCO)CC1, COc1cc2c(Cl)ncnc2cc1O, ClCCl, c1ccc(P(c2ccccc2)c2ccccc2)cc1. Product: C#CCN1CCN(CCCOc2cc3ncnc(Cl)c3cc2OC)CC1. As a reaction SMILES: [CH2:34]([C:35]#[CH:36])[N:37]1[CH2:38][CH2:39][N:40]([CH2:43][CH2:44][CH2:45][OH:46])[CH2:41][CH2:42]1.[Cl:1][c:2]1[n:3][cH:4][n:5][c:6]2[cH:7][c:8]([OH:14])[c:9]([O:12][CH3:13])[cH:10][c:11]12.[Cl:47][CH2:48][Cl:49].[c:15]1([P:16]([c:17]2[cH:18][cH:19][cH:20][cH:21][cH:22]2)[c:23]2[cH:24][cH:25][cH:26][cH:27][cH:28]2)[cH:29][cH:30][cH:31][cH:32][cH:33]1>>[Cl:1][c:2]1[n:3][cH:4][n:5][c:6]2[cH:7][c:8]([O:14][CH2:45][CH2:44][CH2:43][N:40]3[CH2:39][CH2:38][N:37]([CH2:34][C:35]#[CH:36])[CH2:42][CH2:41]3)[c:9]([O:12][CH3:13])[cH:10][c:11]12. Reactants: C(=C)N1C=NC=C1 (N-vinylimidazole), BrCCCCCCCCCCCCCCCC (1-bromohexadecane). Solvent: C(C)(=O)OCC (ethyl acetate). Product: [Br-].C(CCCCCCCCCCCCCCC)[N+]1=CN(C=C1)C=C (N-Hexadecyl-N′-vinylimidazolium bromide). As a reaction SMILES: [CH:1]([N:3]1[CH:7]=[CH:6][N:5]=[CH:4]1)=[CH2:2].[Br:8][CH2:9][CH2:10][CH2:11][CH2:12][CH2:13][CH2:14][CH2:15][CH2:16][CH2:17][CH2:18][CH2:19][CH2:20][CH2:21][CH2:22][CH2:23][CH3:24]>C(OCC)(=O)C>[Br-:8].[CH2:9]([N+:5]1[CH:6]=[CH:7][N:3]([CH:1]=[CH2:2])[CH:4]=1)[CH2:10][CH2:11][CH2:12][CH2:13][CH2:14][CH2:15][CH2:16][CH2:17][CH2:18][CH2:19][CH2:20][CH2:21][CH2:22][CH2:23][CH3:24] |f:3.4|. Procedure: 15 g of N-vinylimidazole and 50 g of 1-bromohexadecane were stirred in a 500 ml vessel at 60° C. for 8 h. Then, 100 ml of ethyl acetate were added to this mixture while stirring. After a clear solution had formed, the heating and stirring was switched off. A colorless crystalline precipitate formed during the cooling to room temperature and was filtered off and dried. The reactants are C(C)(C)(C)OC(NC1=C(C=C(C=C1)C(F)(F)F)N)=O ((2-amino-4-trifluoromethyl-phenyl)-carbamic acid tert-butyl ester), C(C)(C)(C)OC(CC(C1=CC(=CC=C1)C1=CC(=NC=C1)N1CCCC1)=O)=O (3-oxo-3-[3-(2-pyrrolidin-1-yl-pyridin-4-yl)-phenyl]-propionic acid tert-butyl ester). Product: C(C)(C)(C)OC(NC1=C(C=C(C=C1)C(F)(F)F)NC(CC(C1=CC(=CC=C1)C1=CC(=NC=C1)N1CCCC1)=O)=O)=O ((2-{3-Oxo-3-[3-(2-pyrrolidin-1-yl-pyridin-4-yl)-phenyl]-propionylamino}-4-trifluoromethyl-phenyl)-carbamic acid tert-butyl ester). As a reaction SMILES: [C:1]([O:5][C:6](=[O:19])[NH:7][C:8]1[CH:13]=[CH:12][C:11]([C:14]([F:17])([F:16])[F:15])=[CH:10][C:9]=1[NH2:18])([CH3:4])([CH3:3])[CH3:2].C([O:24][C:25](=O)[CH2:26][C:27](=[O:45])[C:28]1[CH:33]=[CH:32][CH:31]=[C:30]([C:34]2[CH:39]=[CH:38][N:37]=[C:36]([N:40]3[CH2:44][CH2:43][CH2:42][CH2:41]3)[CH:35]=2)[CH:29]=1)(C)(C)C>>[C:1]([O:5][C:6](=[O:19])[NH:7][C:8]1[CH:13]=[CH:12][C:11]([C:14]([F:17])([F:16])[F:15])=[CH:10][C:9]=1[NH:18][C:25](=[O:24])[CH2:26][C:27](=[O:45])[C:28]1[CH:33]=[CH:32][CH:31]=[C:30]([C:34]2[CH:39]=[CH:38][N:37]=[C:36]([N:40]3[CH2:41][CH2:42][CH2:43][CH2:44]3)[CH:35]=2)[CH:29]=1)([CH3:4])([CH3:2])[CH3:3]. Procedure: The title compound was prepared from (2-amino-4-trifluoromethyl-phenyl)-carbamic acid tert-butyl ester (Example J3) (214 mg, 0.75 mmol) and 3-oxo-3-[3-(2-pyrrolidin-1-yl-pyridin-4-yl)-phenyl]-propionic acid tert-butyl ester (Example K63) (275 mg, 0.75 mmol) according to the general procedure M. Obtained as an off-white amorphous substance (334 mg, 78%). The reactants are [H-].[Na+] (Sodium hydride), C(C1=CC=CC=C1)OC1=CC=C(CCl)C=C1 (4-benzyloxybenzyl chloride), C1(=CC=CC=C1)C1=NNC=C1C(=O)OCC (ethyl 3-phenyl-1H-pyrazole-4-carboxylate), CN(C=O)C (N,N-dimethylformamide). Solvent: O (water). Run at time 1.5 hour. Yields the product C(C1=CC=CC=C1)OC1=CC=C(CN2N=C(C(=C2)C(=O)OCC)C2=CC=CC=C2)C=C1 (ethyl 1-(4-benzyloxybenzyl)-3-phenyl-1H-pyrazole-4-carboxylate). Yield: 80.2%. RXN SMILES: [H-].[Na+].[CH2:3]([O:10][C:11]1[CH:18]=[CH:17][C:14]([CH2:15]Cl)=[CH:13][CH:12]=1)[C:4]1[CH:9]=[CH:8][CH:7]=[CH:6][CH:5]=1.[C:19]1([C:25]2[C:29]([C:30]([O:32][CH2:33][CH3:34])=[O:31])=[CH:28][NH:27][N:26]=2)[CH:24]=[CH:23][CH:22]=[CH:21][CH:20]=1.CN(C)C=O>O>[CH2:3]([O:10][C:11]1[CH:18]=[CH:17][C:14]([CH2:15][N:27]2[CH:28]=[C:29]([C:30]([O:32][CH2:33][CH3:34])=[O:31])[C:25]([C:19]3[CH:24]=[CH:23][CH:22]=[CH:21][CH:20]=3)=[N:26]2)=[CH:13][CH:12]=1)[C:4]1[CH:9]=[CH:8][CH:7]=[CH:6][CH:5]=1 |f:0.1|. Procedure: Sodium hydride (60%, oily, 1.85 g) was added to a mixture of 4-benzyloxybenzyl chloride (10.8 g), ethyl 3-phenyl-1H-pyrazole-4-carboxylate (10.0 g) and N,N-dimethylformamide (50 ml) at 0° C., and the mixture was stirred for 1.5 hours. The reaction mixture was poured into water, which was extracted with ethyl acetate. The ethyl acetate layer was washed with saturated aqueous sodium chloride solution, dried (MgSO4), then concentrated. The colorless crystals obtained were collected by filtration to...